Dataset: the Open Reaction Database (ORD), a public repository of structured organic reaction records. Task: describe an organic reaction: reactants, conditions, products, and yield Starting materials: [I-].C(CCC)[N+]1=C(SC(=C1C)C)C (3-butyl-2,4,5-trimethylthiazol-3-ium iodide), TEA, C1(CCCC1)C(=O)Cl (cyclopentanecarbonyl chloride). Reagents/catalysts: CN(C)C=1C=CN=CC1 (DMAP). Run at time 8 hour. The product is C(CCC)N1/C(/SC(=C1C)C)=C/C(=O)C1CCCC1 ((2Z)-2-(3-butyl-4,5-dimethyl-1,3-thiazol-2(3H)-ylidene)-1-cyclopentylethanone). Reaction SMILES: [I-].[CH2:2]([N+:6]1[C:10]([CH3:11])=[C:9]([CH3:12])[S:8][C:7]=1[CH3:13])[CH2:3][CH2:4][CH3:5].[CH:14]1([C:19](Cl)=[O:20])[CH2:18][CH2:17][CH2:16][CH2:15]1>CN(C1C=CN=CC=1)C>[CH2:2]([N:6]1[C:10]([CH3:11])=[C:9]([CH3:12])[S:8]/[C:7]/1=[CH:13]\[C:19]([CH:14]1[CH2:18][CH2:17][CH2:16][CH2:15]1)=[O:20])[CH2:3][CH2:4][CH3:5] |f:0.1|. Procedure details: In a 20 mL vial 3-butyl-2,4,5-trimethylthiazol-3-ium iodide (48 mg in 0.5 mL DMA, 0.16 mmol, 1 equiv.) was added, followed by TEA (38 mg in 0.5 mL DMA, 0.37 mmol, 2.4 equiv.) and the solution went black. DMAP (2 mg in 0.5 mL DMA, 0.016 mmol, 0.1 equiv) was added next, followed by cyclopentanecarbonyl chloride (0.9 mL of 0.2M in DMA, 1.2 equiv). The mixture was shaken overnight at room temperature and then concentrated in vacuo. The resulting residue was taken up in 1:1 DMSO/MeOH and purified by ... Procedure: 2α, 3α-Epoxy-5α-pregnan-20-one (356 mg.) was dissolved in chloroform (20 ml.) and hydrobromic acid (48%, 7 ml.) was added. The mixture was stirred at room temperature for 30 minutes and then poured into chloroform (100 ml.). The organic solution was washed with dilute sodium bicarbonate solution and with water, then dried over sodium sulphate and evaporated to give a crystalline residue which was recrystallised from ethyl acetate containing some ether to give title compound (144 mg.) as colourle... Reactants: O1[C@H]2[C@@H]1C[C@@H]1CC[C@H]3[C@@H]4CC[C@H](C(C)=O)[C@]4(CC[C@@H]3[C@]1(C2)C)C (2α, 3α-Epoxy-5α-pregnan-20-one), Br (hydrobromic acid). Yields the product Br[C@@H]1[C@H](C[C@@H]2CC[C@H]3[C@@H]4CC[C@H](C(C)=O)[C@]4(CC[C@@H]3[C@]2(C1)C)C)O (2β-Bromo-3α-hydroxy-5α-pregnan-20-one). Run at time 30 minute. Reaction SMILES: [O:1]1[C@H:3]2[CH2:4][C@H:5]3[C@:20]([CH3:22])([CH2:21][C@@H:2]12)[C@@H:19]1[C@H:8]([C@H:9]2[C@:16]([CH3:23])([CH2:17][CH2:18]1)[C@@H:12]([C:13](=[O:15])[CH3:14])[CH2:11][CH2:10]2)[CH2:7][CH2:6]3.[BrH:24]>C(Cl)(Cl)Cl>[Br:24][C@H:2]1[CH2:21][C@@:20]2([CH3:22])[C@@H:5]([CH2:6][CH2:7][C@@H:8]3[C@@H:19]2[CH2:18][CH2:17][C@@:16]2([CH3:23])[C@H:9]3[CH2:10][CH2:11][C@@H:12]2[C:13](=[O:15])[CH3:14])[CH2:4][C@@H:3]1[OH:1]. The solvent is C(Cl)(Cl)Cl (chloroform), C(Cl)(Cl)Cl (chloroform). The reactants are CCOC(C)=O, CC(C)N(CCCl)C(C)C, CC(C)O, Cl, [K+], [OH-], O, O=C(O)c1cccc2cc(-c3ccccc3)oc12. The product is CC(C)N(CCOC(=O)c1cccc2cc(-c3ccccc3)oc12)C(C)C. As a reaction SMILES: [CH3:37][CH2:38][O:39][C:40](=[O:41])[CH3:42].[CH:20]([CH3:21])([CH3:22])[N:23]([CH2:24][CH2:25][Cl:26])[CH:27]([CH3:28])[CH3:29].[CH:32]([OH:33])([CH3:34])[CH3:35].[ClH:19].[K+:31].[OH-:30].[OH2:36].[c:1]1(-[c:7]2[o:8][c:9]3[c:10]([cH:11]2)[cH:12][cH:13][cH:14][c:15]3[C:16](=[O:17])[OH:18])[cH:2][cH:3][cH:4][cH:5][cH:6]1>>[c:1]1(-[c:7]2[o:8][c:9]3[c:10]([cH:11]2)[cH:12][cH:13][cH:14][c:15]3[C:16](=[O:17])[O:18][CH2:25][CH2:24][N:23]([CH:20]([CH3:21])[CH3:22])[CH:27]([CH3:28])[CH3:29])[cH:2][cH:3][cH:4][cH:5][cH:6]1. Starting materials: COC(C1=CC(=CC(=C1)[N+](=O)[O-])N1C(C=C(C=C1)C)=O)=O (3-(4-Methyl-2-oxo-2H-pyridin-1-yl)-5-nitro-benzoic acid methyl ester), Cl[Sn]Cl (SnCl2). Run in CO (methanol). Yields the product COC(C1=CC(=CC(=C1)N1C(C=C(C=C1)C)=O)N)=O (3-Amino-5-(4-Methyl-2-oxo-2H-pyridin-1-yl)benzoic acid methyl ester). The yield is 99.9%. RXN SMILES: [CH3:1][O:2][C:3](=[O:21])[C:4]1[CH:9]=[C:8]([N+:10]([O-])=O)[CH:7]=[C:6]([N:13]2[CH:18]=[CH:17][C:16]([CH3:19])=[CH:15][C:14]2=[O:20])[CH:5]=1.Cl[Sn]Cl>CO>[CH3:1][O:2][C:3](=[O:21])[C:4]1[CH:5]=[C:6]([N:13]2[CH:18]=[CH:17][C:16]([CH3:19])=[CH:15][C:14]2=[O:20])[CH:7]=[C:8]([NH2:10])[CH:9]=1. Reported procedure: To a solution of 3-(4-Methyl-2-oxo-2H-pyridin-1-yl)-5-nitro-benzoic acid methyl ester (1000 mg, 3.47 mmol) in methanol was added SnCl2 (2.63 g, 13.9 mmol) at room temperature. The reaction mixture was refluxed for 3 hours, then cooled to room temperature. Solvent was removed in vacuo, and the residue was dissolved in H2O and basified by addition of Na2CO3 to pH=9. The mixture was extracted with CH2Cl2, and the combined organic phase was washed with water, brine, and dried over Na2SO4. Solvent wa... Reactants: CC=1N(C(=CC1)C)[C@@H]1C=C[C@@H](C1)C(=O)OC (methyl (1R,4S)-4-(2,5-dimethyl-1H-pyrrol-1-yl)cyclopent-2-ene-1-carboxylate), IC(C)C (2-iodopropane). Yields the product CC=1N(C(=CC1)C)[C@@H]1C=C[C@@](C1)(C(=O)OC)C(C)C (methyl (1S,4S)-4-(2,5-dimethyl-1H-pyrrol-1-yl)-1-isopropylcyclopent-2-ene-1-carboxylate). Reaction SMILES: [CH3:1][C:2]1[N:3]([C@H:8]2[CH2:12][C@@H:11]([C:13]([O:15][CH3:16])=[O:14])[CH:10]=[CH:9]2)[C:4]([CH3:7])=[CH:5][CH:6]=1.I[CH:18]([CH3:20])[CH3:19]>>[CH3:7][C:4]1[N:3]([C@H:8]2[CH2:12][C@@:11]([CH:18]([CH3:20])[CH3:19])([C:13]([O:15][CH3:16])=[O:14])[CH:10]=[CH:9]2)[C:2]([CH3:1])=[CH:6][CH:5]=1. Procedure: reacting said methyl (1R,4S)-4-(2,5-dimethyl-1H-pyrrol-1-yl)cyclopent-2-ene-1-carboxylate with 2-iodopropane to form methyl (1S,4S)-4-(2,5-dimethyl-1H-pyrrol-1-yl)-1-isopropylcyclopent-2-ene-1-carboxylate; and Reported procedure: In the same apparatus and procedure as Example 1 above, 0.20 g (0.68 mmol) of tetrabutylphosphonium chloride, 1.00 g (6.92 mmol) of 4-fluorobenzyl chloride, and 2.80 g (20.7 mmol) of trichlorosilane were reacted at 130° C. for 4 hrs. The resulting mixture was distilled to give 1.19 g of (4-fluorobenzyl)trichlorosilane (82%). RXN SMILES: [F:1][C:2]1[CH:9]=[CH:8][C:5]([CH2:6]Cl)=[CH:4][CH:3]=1.[Cl:10][SiH:11]([Cl:13])[Cl:12]>[Cl-].C([P+](CCCC)(CCCC)CCCC)CCC>[F:1][C:2]1[CH:9]=[CH:8][C:5]([CH2:6][Si:11]([Cl:13])([Cl:12])[Cl:10])=[CH:4][CH:3]=1 |f:2.3|. The reagents and catalysts are [Cl-].C(CCC)[P+](CCCC)(CCCC)CCCC (tetrabutylphosphonium chloride). The yield is 70.6%. The reactants are FC1=CC=C(CCl)C=C1 (4-fluorobenzyl chloride), Cl[SiH](Cl)Cl (trichlorosilane). Yields the product FC1=CC=C(C[Si](Cl)(Cl)Cl)C=C1 ((4-fluorobenzyl)trichlorosilane). Starting materials: CC#N, OCc1c[nH]nc1C(F)(F)F, O=[Mn]=O. The product is O=Cc1c[nH]nc1C(F)(F)F. RXN SMILES: [CH3:12][C:13]#[N:14].[F:1][C:2]([c:3]1[n:4][nH:5][cH:6][c:7]1[CH2:8][OH:9])([F:10])[F:11].[O:15]=[Mn:16]=[O:17]>>[F:1][C:2]([c:3]1[n:4][nH:5][cH:6][c:7]1[CH:8]=[O:9])([F:10])[F:11]. Product: Oc1ccc(OCCCCCCBr)cc1. RXN SMILES: [Br:9][CH2:10][CH2:11][CH2:12][CH2:13][CH2:14][CH2:15][Br:16].[CH3:19][CH2:20][OH:21].[K+:18].[OH-:17].[OH:1][c:2]1[cH:3][cH:4][c:5]([OH:6])[cH:7][cH:8]1>>[O:1]([c:2]1[cH:3][cH:4][c:5]([OH:6])[cH:7][cH:8]1)[CH2:15][CH2:14][CH2:13][CH2:12][CH2:11][CH2:10][Br:9]. Reactants: BrCCCCCCBr, CCO, [K+], [OH-], Oc1ccc(O)cc1.